From a dataset of the Open Reaction Database (ORD), a public repository of structured organic reaction records. describe an organic reaction: reactants, conditions, products, and yield The reactants are Aqueous solution, [OH-].[Na+] (sodium hydroxide), C(C)OC(=O)C=1C=NN(C1C)C1=CC=C(C=C1)COC (1-[4-(methoxymethyl)phenyl]-5-methyl-1H-pyrazole-4-carboxylic acid ethyl ester). Solvent: C(C)O (ethanol), C(C)O (ethanol). Run at temperature 70 celsius, time 2 hour. Product: COCC1=CC=C(C=C1)N1N=CC(=C1C)C(=O)O (1-[4-(Methoxymethyl)phenyl]-5-methyl-1H-pyrazole-4-carboxylic acid). Yield: 87.2%. Reaction SMILES: [OH-].[Na+].C([O:5][C:6]([C:8]1[CH:9]=[N:10][N:11]([C:14]2[CH:19]=[CH:18][C:17]([CH2:20][O:21][CH3:22])=[CH:16][CH:15]=2)[C:12]=1[CH3:13])=[O:7])C>C(O)C>[CH3:22][O:21][CH2:20][C:17]1[CH:16]=[CH:15][C:14]([N:11]2[C:12]([CH3:13])=[C:8]([C:6]([OH:7])=[O:5])[CH:9]=[N:10]2)=[CH:19][CH:18]=1 |f:0.1|. Reported procedure: 1N Aqueous solution of sodium hydroxide (7.0 ml) was added at room temperature to a solution of 1-[4-(methoxymethyl)phenyl]-5-methyl-1H-pyrazole-4-carboxylic acid ethyl ester (401 mg) in ethanol (14 ml) and stirred at 70° C. for two hours. After completion of the reaction, ethanol was evaporated, water and 1N hydrochloric acid aqueous solution was added therein and the precipitated solid was collected by filtration to give the titled compound (314 mg) as a white solid. Conditions: time 5 hour. Solvent: O1CCOCC1 (dioxane), O1CCOCC1 (dioxane). Product: COCCN1CCN(CC1)C(CCCC(=O)O)=O (5-[4-(2-methoxyethyl)piperazin-1-yl]-5-oxopentanoic acid). Isolated yield 98.9%. Reactants: C1(CCCC(=O)O1)=O (glutaric anhydride), COCCN1CCNCC1 (1-(2-methoxyethyl)piperazine), C1(CCCC(=O)O1)=O (glutaric anhydride). Procedure: 1.52 g of glutaric anhydride and then 1.92 g of 1-(2-methoxyethyl)piperazine in solution in 3 cm3 of dioxane are added to 13 cm3 of dioxane. After stirring for 5 hours at room temperature, an additional 300 mg of glutaric anhydride are added and then the stirring is continued at 20° C. for 18 hours. The solvent is evaporated under reduced pressure and the resulting oil is dried at 20° C. (90 Pa) to give 3.4 g of 5-[4-(2-methoxyethyl)piperazin-1-yl]-5-oxopentanoic acid in the form of an orange-co... RXN SMILES: [C:1]1(=[O:8])[O:7][C:5](=[O:6])[CH2:4][CH2:3][CH2:2]1.[CH3:9][O:10][CH2:11][CH2:12][N:13]1[CH2:18][CH2:17][NH:16][CH2:15][CH2:14]1>O1CCOCC1>[CH3:9][O:10][CH2:11][CH2:12][N:13]1[CH2:18][CH2:17][N:16]([C:5](=[O:6])[CH2:4][CH2:3][CH2:2][C:1]([OH:7])=[O:8])[CH2:15][CH2:14]1. Starting materials: COC1=CC=C(C=C1)SC1=CC(=CC(=C1)[N+](=O)[O-])C (1-(4-Methoxy-phenylsulfanyl)-3-methyl-5-nitro-benzene), COC1=CC=C(C=C1)SC1=CC(=CC(=C1)[N+](=O)[O-])C (1-(4-Methoxy-phenylsulfanyl)-3-methyl-5-nitro-benzene), C(C1=CC=CC=C1)OC1=CC=C(OC2=C(C=C(C=C2)C2=NC3=C(N2)C=C(C=C3)Br)[N+](=O)[O-])C=C1 (2-[4-(4-Benzyloxy-phenoxy)-3-nitro-phenyl]-6-bromo-1H-benzoimidazole). Product: COC1=CC=C(C=C1)SC=1C=C(C=C(C1)C)N (3-(4-Methoxy-phenylsulfanyl)-5-methyl-phenylamine). As a reaction SMILES: [CH3:1][O:2][C:3]1[CH:8]=[CH:7][C:6]([S:9][C:10]2[CH:15]=[C:14]([N+:16]([O-])=O)[CH:13]=[C:12]([CH3:19])[CH:11]=2)=[CH:5][CH:4]=1.C(OC1C=CC(OC2C=CC(C3NC4C=C(Br)C=CC=4N=3)=CC=2[N+]([O-])=O)=CC=1)C1C=CC=CC=1>>[CH3:1][O:2][C:3]1[CH:4]=[CH:5][C:6]([S:9][C:10]2[CH:15]=[C:14]([NH2:16])[CH:13]=[C:12]([CH3:19])[CH:11]=2)=[CH:7][CH:8]=1. Procedure details: The product from Example 181A was reduced according to the procedure from Example 147C substituting the product from Example 181A for the product from Example 147B to provide the title compound.